Dataset: the Open Reaction Database (ORD), a public repository of structured organic reaction records. Task: describe an organic reaction: reactants, conditions, products, and yield The reactants are CCC(O)(c1cccc(OC)c1)C(C)CN(C)C, CC1CCCO1, O=C(OC(=O)C(F)(F)F)C(F)(F)F, [H][H], [Pd]. The product is CCC(c1cccc(OC)c1)C(C)CN(C)C. Reaction SMILES: [CH3:1][N:2]([CH2:3][CH:4]([C:5]([CH2:6][CH3:7])([OH:8])[c:9]1[cH:10][c:11]([O:15][CH3:16])[cH:12][cH:13][cH:14]1)[CH3:17])[CH3:18].[CH3:34][CH:35]1[CH2:36][CH2:37][CH2:38][O:39]1.[F:19][C:20]([F:21])([F:22])[C:23]([O:24][C:25](=[O:26])[C:27]([F:28])([F:29])[F:30])=[O:31].[H:32][H:33].[Pd:40]>>[CH3:1][N:2]([CH2:3][CH:4]([CH:5]([CH2:6][CH3:7])[c:9]1[cH:10][c:11]([O:15][CH3:16])[cH:12][cH:13][cH:14]1)[CH3:17])[CH3:18].